From a dataset of the Open Reaction Database (ORD), a public repository of structured organic reaction records. describe an organic reaction: reactants, conditions, products, and yield Starting materials: [Cl-].[NH4+] (ammonium chloride), C(#N)C1CCN(CC1)C(=O)OC(C)(C)C (tert-butyl 4-cyanopiperidine-1-carboxylate), FC1=NC=CC=C1 (2-fluoropyridine), C[Si](C)(C)[N-][Si](C)(C)C.[Na+] (sodium bis(trimethylsilyl)amide). Solvent: O1CCCC1 (tetrahydrofuran). Run at time 1 hour. Yields the product C(#N)C1(CCN(CC1)C(=O)OC(C)(C)C)C1=NC=CC=C1 (tert-butyl 4-cyano-4-pyridin-2-ylpiperidine-1-carboxylate). Reaction SMILES: [C:1]([CH:3]1[CH2:8][CH2:7][N:6]([C:9]([O:11][C:12]([CH3:15])([CH3:14])[CH3:13])=[O:10])[CH2:5][CH2:4]1)#[N:2].F[C:17]1[CH:22]=[CH:21][CH:20]=[CH:19][N:18]=1.C[Si]([N-][Si](C)(C)C)(C)C.[Na+].[Cl-].[NH4+]>O1CCCC1>[C:1]([C:3]1([C:17]2[CH:22]=[CH:21][CH:20]=[CH:19][N:18]=2)[CH2:8][CH2:7][N:6]([C:9]([O:11][C:12]([CH3:15])([CH3:14])[CH3:13])=[O:10])[CH2:5][CH2:4]1)#[N:2] |f:2.3,4.5|. Procedure: To a solution of tert-butyl 4-cyanopiperidine-1-carboxylate (0.220 g, 1.05 mmol) and 2-fluoropyridine (0.107 g, 1.10 mmol) in 5 mL of tetrahydrofuran at −78° C. was added sodium bis(trimethylsilyl)amide (1 M solution in diethyl ether, 1.47 mL, 1.47 mmol) dropwise. After 1 hr, the mixture was slowly warmed to ambient temperature, treated with saturated aqueous ammonium chloride, and extracted 3× with dichloromethane. The combined organic extracts were dried with sodium sulfate, filtered, and conc... Starting materials: Cc1cc(C)c(Br)c(C)c1, [Li]C(C)(C)C, C1CCOC1, COc1cccnc1, CCCCC, O=C1Nc2ccc(Cl)cc2C1=O. The product is COc1cccnc1C1(O)C(=O)Nc2ccc(Cl)cc21. RXN SMILES: [Br:6][c:7]1[c:8]([CH3:9])[cH:10][c:11]([CH3:12])[cH:13][c:14]1[CH3:15].[C:1]([Li:2])([CH3:3])([CH3:4])[CH3:5].[CH2:41]1[O:42][CH2:43][CH2:44][CH2:45]1.[CH3:16][O:17][c:18]1[cH:19][n:20][cH:21][cH:22][cH:23]1.[CH3:36][CH2:37][CH2:38][CH2:39][CH3:40].[Cl:24][c:25]1[cH:26][c:27]2[c:31]([cH:32][cH:33]1)[NH:30][C:29](=[O:34])[C:28]2=[O:35]>>[CH3:16][O:17][c:18]1[c:19]([C:28]2([OH:35])[c:27]3[cH:26][c:25]([Cl:24])[cH:33][cH:32][c:31]3[NH:30][C:29]2=[O:34])[n:20][cH:21][cH:22][cH:23]1. Reactants: Cc1ccccc1O, CC(C)NC(=O)C1OC1c1ccccc1, CC#N, [H-], [Na+], C1COCCOCCOCCOCCOCCO1. Yields the product Cc1ccccc1OC(c1ccccc1)C(O)C(=O)NC(C)C. Reaction SMILES: [CH3:16][c:17]1[cH:18][cH:19][cH:20][cH:21][c:22]1[OH:23].[CH3:1][CH:2]([CH3:3])[NH:4][C:5](=[O:6])[CH:7]1[O:8][CH:9]1[c:10]1[cH:11][cH:12][cH:13][cH:14][cH:15]1.[CH3:44][C:45]#[N:46].[H-:24].[Na+:25].[O:26]1[CH2:27][CH2:28][O:29][CH2:30][CH2:31][O:32][CH2:33][CH2:34][O:35][CH2:36][CH2:37][O:38][CH2:39][CH2:40][O:41][CH2:42][CH2:43]1>>[CH3:1][CH:2]([CH3:3])[NH:4][C:5](=[O:6])[CH:7]([OH:8])[CH:9]([c:10]1[cH:11][cH:12][cH:13][cH:14][cH:15]1)[O:23][c:22]1[c:17]([CH3:16])[cH:18][cH:19][cH:20][cH:21]1.